This data is from the Open Reaction Database (ORD), a public repository of structured organic reaction records. The task is: describe an organic reaction: reactants, conditions, products, and yield Reactants: CCO, Clc1ncnc2c(Cl)cccc12, Nc1ccccc1. Yields the product Clc1cccc2c(Nc3ccccc3)ncnc12. RXN SMILES: [CH3:20][CH2:21][OH:22].[Cl:1][c:2]1[n:3][cH:4][n:5][c:6]2[c:7]([Cl:12])[cH:8][cH:9][cH:10][c:11]12.[NH2:13][c:14]1[cH:15][cH:16][cH:17][cH:18][cH:19]1>>[c:2]1([NH:13][c:14]2[cH:15][cH:16][cH:17][cH:18][cH:19]2)[n:3][cH:4][n:5][c:6]2[c:7]([Cl:12])[cH:8][cH:9][cH:10][c:11]12. The reactants are COC=1C=CC=C2CC[C@@H](CC12)NCCC ((S)—N-(8-methoxytetralin-2-yl)-N-propylamine), S1C(=CC=C1)CC(=O)Cl (2-thienyl acetic acid chloride). The solvent is CCCCCC.C(C)(=O)OCC (hexane ethyl acetate). Yields the product COC=1C=CC=C2CC[C@@H](CC12)N(C(CC=1SC=CC1)=O)CCC ((S)—N-(8-Methoxytetralin-2-yl)-N-propyl-2-(2-thienyl)acetamide). RXN SMILES: [CH3:1][O:2][C:3]1[CH:4]=[CH:5][CH:6]=[C:7]2[C:12]=1[CH2:11][C@@H:10]([NH:13][CH2:14][CH2:15][CH3:16])[CH2:9][CH2:8]2.[S:17]1[CH:21]=[CH:20][CH:19]=[C:18]1[CH2:22][C:23](Cl)=[O:24]>CCCCCC.C(OCC)(=O)C>[CH3:1][O:2][C:3]1[CH:4]=[CH:5][CH:6]=[C:7]2[C:12]=1[CH2:11][C@@H:10]([N:13]([CH2:14][CH2:15][CH3:16])[C:23](=[O:24])[CH2:22][C:18]1[S:17][CH:21]=[CH:20][CH:19]=1)[CH2:9][CH2:8]2 |f:2.3|. Procedure: Synthesis worked according to the preparation of A4-1 when using 310 mg (1.4 mmol) enantiomerical pure (S)—N-(8-methoxytetralin-2-yl)-N-propylamine ((R)-A2-1: R═OMe) and 0.35 mL (2.8 mmol) 2-thienyl acetic acid chloride. Flash chromatography was done with hexane/ethyl acetate 20/1. Reactants: CN(C=CC(=O)C=1C=C(C#N)C=CC1)C (3-(3-dimethylamino-acryloyl)-benzonitrile), C=1C=CC(=CC1)NC(=N)N (phenylguanidine). Solvent: C(C)#N (acetonitrile), C(C)#N (acetonitrile). Yields the product C1(=CC=CC=C1)NC1=NC=CC(=N1)C=1C=C(C#N)C=CC1 (3-(2-Phenylamino-pyrimidin-4-yl)-benzonitrile). RXN SMILES: CN(C)[CH:3]=[CH:4][C:5]([C:7]1[CH:8]=[C:9]([CH:12]=[CH:13][CH:14]=1)[C:10]#[N:11])=O.[CH:16]1[CH:17]=[CH:18][C:19]([NH:22][C:23]([NH2:25])=[NH:24])=[CH:20][CH:21]=1>C(#N)C>[C:19]1([NH:22][C:23]2[N:25]=[C:5]([C:7]3[CH:8]=[C:9]([CH:12]=[CH:13][CH:14]=3)[C:10]#[N:11])[CH:4]=[CH:3][N:24]=2)[CH:20]=[CH:21][CH:16]=[CH:17][CH:18]=1. Procedure details: To a solution of 3-(3-dimethylamino-acryloyl)-benzonitrile (30.4 g, 152 mmol) in acetonitrile (250 mL) was added a solution of phenylguanidine (21.0 g, 155 mmol) in acetonitrile (250 mL) and the mixture was heated at reflux for two hours. The solution was cooled and the resulting solid was filtered and washed with acetonitrile to afford the title compound. Starting materials: aminopropyl, C1=CC(=CC(=C1)Cl)C(=O)OO (mCPBA), C1(CC1)NC(=O)C=1C=C(C(=C(C1)C1=NC=C(C(=O)NC(C)(C)CC)C=C1)C)F (6-{5-[(cyclopropylamino)carbonyl]-3-fluoro-2-methylphenyl}-N-(tert-pentyl)nicotinamide), C1(CC1)NC(=O)C=1C=C(C(=C(C1)C1=NC=C(C(=O)NC(C)(C)CC)C=C1)C)F (6-{5-[(cyclopropylamino)carbonyl]-3-fluoro-2-methylphenyl}-N-(tert-pentyl)nicotinamide). Run in C(Cl)(Cl)Cl (chloroform), CO (methanol). Reaction conditions: temperature 60 celsius. The product is C1(CC1)NC(=O)C=1C=C(C(=C(C1)C1=CC=C(C=[N+]1[O-])C(=O)NC(CC)(C)C)C)F (6-{5-[(cyclopropylamino)carbonyl]-3-fluoro-2-methylphenyl}-N-(1,1-dimethylpropyl)-3-pyridinecarboxamide 1-oxide). RXN SMILES: C1C=C(Cl)C=C(C(OO)=[O:9])C=1.[CH:12]1([NH:15][C:16]([C:18]2[CH:19]=[C:20]([F:39])[C:21]([CH3:38])=[C:22]([C:24]3[CH:37]=[CH:36][C:27]([C:28]([NH:30][C:31]([CH2:34][CH3:35])([CH3:33])[CH3:32])=[O:29])=[CH:26][N:25]=3)[CH:23]=2)=[O:17])[CH2:14][CH2:13]1>C(Cl)(Cl)Cl.CO>[CH:12]1([NH:15][C:16]([C:18]2[CH:19]=[C:20]([F:39])[C:21]([CH3:38])=[C:22]([C:24]3[N+:25]([O-:9])=[CH:26][C:27]([C:28]([NH:30][C:31]([CH3:33])([CH3:32])[CH2:34][CH3:35])=[O:29])=[CH:36][CH:37]=3)[CH:23]=2)=[O:17])[CH2:14][CH2:13]1. Procedure: mCPBA (57-86%, 15 mg) was added to a solution of 6-{5-[(cyclopropylamino)carbonyl]-3-fluoro-2-methylphenyl}-N-(tert-pentyl)nicotinamide (Intermediate 32, 20 mg) in chloroform (3 ml) at 60° C. and the reaction maintained at 60° C. for 7 hrs. The reaction was allowed to cool, diluted with methanol, and passed through an aminopropyl SPE (2 g) and an SCX SPE (1.0 g). The filtrate was reduced to dryness under vacuum and the residue triturated with ether to give 6-{5-[(cyclopropylamino)carbonyl]-3-flu... Starting materials: CN(C1=CC=C(C=C1)C(C(=O)O)(C)C1=CC=C(C=C1)N(C)C)C (2,2-bis(4-dimethylaminophenyl)propionic acid), [Pb](=O)=O (lead dioxide). The solvent is C1=CC=CC=C1 (benzene). Reaction conditions: time 30 minute. Product: CN(C1=CC=C(C=C1)C(=C)C1=CC=C(C=C1)N(C)C)C (1,1-bis(4-dimethylaminophenyl)ethylene). Yield: 73.9%. As a reaction SMILES: [CH3:1][N:2]([CH3:23])[C:3]1[CH:8]=[CH:7][C:6]([C:9]([C:14]2[CH:19]=[CH:18][C:17]([N:20]([CH3:22])[CH3:21])=[CH:16][CH:15]=2)(C)[C:10](O)=O)=[CH:5][CH:4]=1.[Pb](=O)=O>C1C=CC=CC=1>[CH3:22][N:20]([CH3:21])[C:17]1[CH:16]=[CH:15][C:14]([C:9]([C:6]2[CH:5]=[CH:4][C:3]([N:2]([CH3:1])[CH3:23])=[CH:8][CH:7]=2)=[CH2:10])=[CH:19][CH:18]=1. Procedure: Into 400 ml of benzene was dissolved 10 g of 2,2-bis(4-dimethylaminophenyl)propionic acid. Thereto was added 10 g of lead dioxide and the mixture was reacted at room temperature with stirring for 30 minutes. The lead compound was removed by filtration and the benzene layer was washed with 200 ml of 5% aqueous solution of sodium hydroxide. Benzene was removed by distillation at a reduced pressure. The residue was recrystallized from methanol to obtain 6.3 g (yield 74%) of 1,1-bis(4-dimethylaminop...